From a dataset of the Open Reaction Database (ORD), a public repository of structured organic reaction records. describe an organic reaction: reactants, conditions, products, and yield Starting materials: ClCC(CO)=O (1-Chloro-3-hydroxy-propan-2-one), NC(=S)N (thiourea), CCO (EtOH). The product is NC=1SC=C(N1)COC(C)=O (acetic acid 2-amino-thiazol-4-ylmethyl ester). As a reaction SMILES: Cl[CH2:2][C:3](=O)[CH2:4][OH:5].[NH2:7][C:8]([NH2:10])=[S:9].[CH3:11][CH2:12][OH:13]>>[NH2:7][C:8]1[S:9][CH:2]=[C:3]([CH2:4][O:5][C:12](=[O:13])[CH3:11])[N:10]=1. Procedure: 1-Chloro-3-hydroxy-propan-2-one (15.06 g) and thiourea (8.36 g) were dissolved in EtOH (55 mL) and heated at reflux over 30 min. The reaction mixture was concentrated under reduced pressure to afford the desired product. Starting materials: CC(C)([O-])C.[K+] (potassium tert-butoxide), FC(C1=C(CBr)C=CC=C1)(F)F (2-trifluoromethylbenzyl bromide), O1CCOCCOCCOCCOCCOCC1 (1,4,7,10,13,16-hexaoxacyclooctadecane), CC(CC(=O)NC=1C=C2C=C(NC2=CC1)C(=O)OCC)(C)C (ethyl 5-[(3,3-dimethylbutanoyl)amino]-1H-indole-2-carboxylate). The solvent is C1CCOC1 (THF), C1CCOC1 (THF), C1CCOC1 (THF). Run at time 15 minute. Product: CC(CC(=O)NC=1C=C2C=C(N(C2=CC1)CC1=C(C=CC=C1)C(F)(F)F)C(=O)OCC)(C)C (Ethyl 5-[(3,3-dimethylbutanoyl)amino]-1-[2-(trifluoromethyl)benzyl]-1H-indole-2-carboxylate). RXN SMILES: O1CCOCCOCCOCCOCCOCC1.CC(C)([O-])C.[K+].[CH3:25][C:26]([CH3:46])([CH3:45])[CH2:27][C:28]([NH:30][C:31]1[CH:32]=[C:33]2[C:37](=[CH:38][CH:39]=1)[NH:36][C:35]([C:40]([O:42][CH2:43][CH3:44])=[O:41])=[CH:34]2)=[O:29].[F:47][C:48]([F:58])([F:57])[C:49]1[CH:56]=[CH:55][CH:54]=[CH:53][C:50]=1[CH2:51]Br>C1COCC1>[CH3:25][C:26]([CH3:45])([CH3:46])[CH2:27][C:28]([NH:30][C:31]1[CH:32]=[C:33]2[C:37](=[CH:38][CH:39]=1)[N:36]([CH2:51][C:50]1[CH:53]=[CH:54][CH:55]=[CH:56][C:49]=1[C:48]([F:47])([F:57])[F:58])[C:35]([C:40]([O:42][CH2:43][CH3:44])=[O:41])=[CH:34]2)=[O:29] |f:1.2|. Reported procedure: Under argon, 35 mg (0.13 mmol) of 1,4,7,10,13,16-hexaoxacyclooctadecane (18-crown-6) are initially charged in 7 ml of THF, and 1.98 ml (1.98 mmol) of a 1-molar potassium tert-butoxide solution in THF and 400 mg (1.32 mmol) of ethyl 5-[(3,3-dimethylbutanoyl)amino]-1H-indole-2-carboxylate from Example LXII are added. The mixture is stirred at RT for 15 minutes and cooled to 0° C. A solution of 474 mg (1.98 mmol) of 2-trifluoromethylbenzyl bromide in 12 ml of THF is slowly added dropwise. The ice-b... Procedure details: A mixture of 3-amino-1-benzo[1,3]dioxol-5-yl-1-cyano-1H-indene-2-carboxylic acid methyl ester (10 g) and acetic acid, (30 mL) were heated to 100° C.; 60% aqueous sulfuric acid (20 mL) was added with stirring during 30 min. The mixture was heated to 110° C. for 6 h, cooled to rt, extracted with toluene (50+10 mL), washed with water (3×100 mL), extracted with 0.1 M aqueous sodium hydroxide (100+20 mL), acidified with concentrated hydrochloric acid, extracted with toluene (25+10 mL), and filtrated ... The product is O1COC2=C1C=CC(=C2)C2(CC(C1=CC=CC=C21)=O)C(=O)O (1-(benzo[1,3]dioxol-5-yl)-3-oxo-indan-1-carboxylic acid). As a reaction SMILES: COC([C:5]1[C:6]([C:17]2[CH:25]=[CH:24][C:20]3[O:21][CH2:22][O:23][C:19]=3[CH:18]=2)(C#N)[C:7]2[C:12]([C:13]=1N)=[CH:11][CH:10]=[CH:9][CH:8]=2)=O.S(=O)(=O)(O)[OH:27].[C:31]([OH:34])(=[O:33])C>>[O:21]1[C:20]2[CH:24]=[CH:25][C:17]([C:6]3([C:31]([OH:34])=[O:33])[C:7]4[C:12](=[CH:11][CH:10]=[CH:9][CH:8]=4)[C:13](=[O:27])[CH2:5]3)=[CH:18][C:19]=2[O:23][CH2:22]1. Reactants: COC(=O)C=1C(C2=CC=CC=C2C1N)(C#N)C1=CC2=C(OCO2)C=C1 (3-amino-1-benzo[1,3]dioxol-5-yl-1-cyano-1H-indene-2-carboxylic acid methyl ester), C(C)(=O)O (acetic acid), S(O)(O)(=O)=O (sulfuric acid). Conditions: temperature 100 celsius, time 30 minute. The yield is 80.0%.